From a dataset of the Open Reaction Database (ORD), a public repository of structured organic reaction records. describe an organic reaction: reactants, conditions, products, and yield The reactants are O=[N+]([O-])c1ccnc(Cl)c1, Oc1c(F)cccc1F, [H-], [Na+]. The product is Fc1cccc(F)c1Oc1ccnc(Cl)c1. RXN SMILES: [Cl:12][c:13]1[n:14][cH:15][cH:16][c:17]([N+:19]([O-:20])=[O:21])[cH:18]1.[F:1][c:2]1[c:3]([OH:9])[c:4]([F:8])[cH:5][cH:6][cH:7]1.[H-:10].[Na+:11]>>[F:1][c:2]1[c:3]([O:9][c:17]2[cH:16][cH:15][n:14][c:13]([Cl:12])[cH:18]2)[c:4]([F:8])[cH:5][cH:6][cH:7]1. Reactants: CC(C(=O)c1ccc2oc(=O)n(C)c2c1)c1ccc(Br)cc1Cl, CCCC[N+](CCCC)(CCCC)CCCC, C1CCOC1, CCCC[N+](CCCC)(CCCC)CCCC, [F-], [F-], C[Si](C)(C)C(F)(F)F, O, O, O. Product: CC(c1ccc(Br)cc1Cl)C(O)(c1ccc2oc(=O)n(C)c2c1)C(F)(F)F. RXN SMILES: [Br:9][c:10]1[cH:11][c:12]([Cl:31])[c:13]([CH:16]([C:17](=[O:18])[c:19]2[cH:20][cH:21][c:22]3[c:23]([n:24]([CH3:28])[c:25](=[O:27])[o:26]3)[cH:29]2)[CH3:30])[cH:14][cH:15]1.[CH2:36]([N+:37]([CH2:38][CH2:39][CH2:40][CH3:41])([CH2:42][CH2:43][CH2:44][CH3:45])[CH2:46][CH2:47][CH2:48][CH3:49])[CH2:50][CH2:51][CH3:52].[CH2:71]1[O:72][CH2:73][CH2:74][CH2:75]1.[CH3:54][CH2:55][CH2:56][CH2:57][N+:58]([CH2:59][CH2:60][CH2:61][CH3:62])([CH2:63][CH2:64][CH2:65][CH3:66])[CH2:67][CH2:68][CH2:69][CH3:70].[F-:35].[F-:53].[F:1][C:2]([F:3])([F:4])[Si:5]([CH3:6])([CH3:7])[CH3:8].[OH2:32].[OH2:33].[OH2:34]>>[F:1][C:2]([F:3])([F:4])[C:17]([CH:16]([c:13]1[c:12]([Cl:31])[cH:11][c:10]([Br:9])[cH:15][cH:14]1)[CH3:30])([OH:18])[c:19]1[cH:20][cH:21][c:22]2[c:23]([n:24]([CH3:28])[c:25](=[O:27])[o:26]2)[cH:29]1.